Dataset: the Open Reaction Database (ORD), a public repository of structured organic reaction records. Task: describe an organic reaction: reactants, conditions, products, and yield Reactants: CCOC(=O)c1nc(Cl)sc1CBr, C[N+]1([O-])CCOCC1, CC#N. The product is CCOC(=O)c1nc(Cl)sc1C=O. Reaction SMILES: [Br:1][CH2:2][c:3]1[c:4]([C:9](=[O:10])[O:11][CH2:12][CH3:13])[n:5][c:6]([Cl:8])[s:7]1.[CH3:14][N+:15]1([O-:16])[CH2:17][CH2:19][O:18][CH2:20][CH2:21]1.[CH3:22][C:23]#[N:24]>>[CH:2]([c:3]1[c:4]([C:9](=[O:10])[O:11][CH2:12][CH3:13])[n:5][c:6]([Cl:8])[s:7]1)=[O:18]. Starting materials: Cl.NC=1C(=NSC1)C(=O)O (4-amino-3-isothiazolecarboxylic acid hydrochloride), S(=O)(Cl)Cl (thionyl chloride), CO (methanol). The product is Cl.NC=1C(=NSC1)C(=O)OC (methyl 4-amino-3-isothiazolecarboxylate hydrochloride). As a reaction SMILES: Cl.[NH2:2][C:3]1[C:4]([C:8]([OH:10])=[O:9])=[N:5][S:6][CH:7]=1.S(Cl)([Cl:13])=O.[CH3:15]O>>[ClH:13].[NH2:2][C:3]1[C:4]([C:8]([O:10][CH3:15])=[O:9])=[N:5][S:6][CH:7]=1 |f:0.1,4.5|. Reported procedure: A suspension of 52.0 g of 4-amino-3-isothiazolecarboxylic acid hydrochloride [prepared by the method of K. Gewald and P. Billman, Liebigs Ann. 1542 (1979)] in 300 ml methanol was cooled in an ice-bath and 10 ml of thionyl chloride was added dropwise. The reaction mixture was refluxed 3 hours, cooled and the solvent evaporated. The residual solid was collected, washed with ether and dried giving 47.5 g of methyl 4-amino-3-isothiazolecarboxylate hydrochloride, m.p. 170° (d). Yields the product CN1CCN(CC1)S(=O)(=O)C=1C=C(C=CC1)[N+](=O)[O-] (3-[(4-methylpiperazinyl) sulfonyl]-1-nitrobenzene). Reaction SMILES: [N+:1]([C:4]1[CH:5]=[C:6]([S:10](Cl)(=[O:12])=[O:11])[CH:7]=[CH:8][CH:9]=1)([O-:3])=[O:2].[CH3:14][N:15]1[CH2:20][CH2:19][NH:18][CH2:17][CH2:16]1>CCO>[CH3:14][N:15]1[CH2:20][CH2:19][N:18]([S:10]([C:6]2[CH:5]=[C:4]([N+:1]([O-:3])=[O:2])[CH:9]=[CH:8][CH:7]=2)(=[O:12])=[O:11])[CH2:17][CH2:16]1. Procedure details: A mixture of 3-nitrobenzenesulfonyl chloride (664 mg, 3.0 mmol) and methylpiperazine (600 mg, 6.0 mmol) in EtOH was stirred for 2 h at RT. The reaction was concentrated and triturated in Et2O to yield a yellowish solid, 3-[(4-methylpiperazinyl) sulfonyl]-1-nitrobenzene, and was used in next step without further purification. Starting materials: [N+](=O)([O-])C=1C=C(C=CC1)S(=O)(=O)Cl (3-nitrobenzenesulfonyl chloride), CN1CCNCC1 (methylpiperazine). Reaction conditions: time 2 hour. Solvent: CCO (EtOH). Starting materials: NN (hydrazine), ClC=1C(=C(N)C(=C(C1)F)N1C(C=2C(C1=O)=CC=CC2)=O)OC (3-Chloro-5-fluoro-2-methoxy-6-(phthalimido)aniline), CS(=O)C (dimethylsulfoxide), O (Water). Conditions: time 12 hour. The product is ClC1=C(C(=C(N)C(=C1)F)[N+](=O)[O-])OC (4-chloro-6-fluoro-3-methoxy-2-nitroaniline). RXN SMILES: [Cl:1][C:2]1[C:3]([O:21][CH3:22])=[C:4]([C:6]([N:10]2C(=O)C3=CC=CC=C3C2=O)=[C:7]([F:9])[CH:8]=1)[NH2:5].NN.[OH2:25].CS(C)=[O:28]>>[Cl:1][C:2]1[CH:8]=[C:7]([F:9])[C:6]([NH2:10])=[C:4]([N+:5]([O-:28])=[O:25])[C:3]=1[O:21][CH3:22]. Procedure: 3-Chloro-5-fluoro-2-methoxy-6-(phthalimido)aniline (0.6 g, 1.7 mmol) was dissolved in dimethylsulfoxide (3 ml) and anhydrous hydrazine (0.22 g, 6.8 mmol) was added. The solution was stirred at ambient temperature for 12 hr under a stream of nitrogen. Water was added and the product extracted with ether. The organic layer was washed with water, dried (anhydrous sodium sulfate), and evaporated to furnish the title compound (0.22 g). 1H NMR (CDCl3, 300 MHz) 3.98 (3H, s), 5.09 (2H, br s), 7.2 (1H, d...